Dataset: the Open Reaction Database (ORD), a public repository of structured organic reaction records. Task: describe an organic reaction: reactants, conditions, products, and yield Starting materials: ClC1=NC=CC=C1C#N (2-chloro-3-pyridinecarbonitrile), NC1=C(C=C(C2=C1CCO2)C(=O)N[C@@H]2[C@@H](CN(CC2)CCCCN)OC)Cl (cis-4-amino-N-[1-(4-aminobutyl)-3-methoxy -4-piperidinyl]-5-chloro-2,3-dihydro-7-benzofurancarboxamide), C([O-])([O-])=O.[Na+].[Na+] (sodium carbonate). The solvent is CN(C=O)C (N,N-dimethylformamide). Run at temperature 70 celsius, time 20 hour. Yields the product O.NC1=C(C=C(C2=C1CCO2)C(=O)N[C@@H]2[C@@H](CN(CC2)CCCCNC2=NC=CC=C2C#N)OC)Cl.NC2=C(C=C(C1=C2CCO1)C(=O)N[C@@H]1[C@@H](CN(CC1)CCCCNC1=NC=CC=C1C#N)OC)Cl (cis-4-amino-5-chloro-N-[1-[4-[(3-cyano-2-pyridinyl)-amino]butyl]-3-methoxy-4-piperidinyl]-2,3-dihydro-7-benzofurancarboxamide hemihydrate). The yield is 35.4%. RXN SMILES: Cl[C:2]1[C:7]([C:8]#[N:9])=[CH:6][CH:5]=[CH:4][N:3]=1.[NH2:10][C:11]1[C:16]2[CH2:17][CH2:18][O:19][C:15]=2[C:14]([C:20]([NH:22][C@H:23]2[CH2:28][CH2:27][N:26]([CH2:29][CH2:30][CH2:31][CH2:32][NH2:33])[CH2:25][C@H:24]2[O:34][CH3:35])=[O:21])=[CH:13][C:12]=1[Cl:36].C(=O)([O-])[O-].[Na+].[Na+]>CN(C)C=O>[OH2:19].[NH2:10][C:11]1[C:16]2[CH2:17][CH2:18][O:19][C:15]=2[C:14]([C:20]([NH:22][C@H:23]2[CH2:28][CH2:27][N:26]([CH2:29][CH2:30][CH2:31][CH2:32][NH:33][C:2]3[C:7]([C:8]#[N:9])=[CH:6][CH:5]=[CH:4][N:3]=3)[CH2:25][C@H:24]2[O:34][CH3:35])=[O:21])=[CH:13][C:12]=1[Cl:36].[NH2:10][C:11]1[C:16]2[CH2:17][CH2:18][O:19][C:15]=2[C:14]([C:20]([NH:22][C@H:23]2[CH2:28][CH2:27][N:26]([CH2:29][CH2:30][CH2:31][CH2:32][NH:33][C:2]3[C:7]([C:8]#[N:9])=[CH:6][CH:5]=[CH:4][N:3]=3)[CH2:25][C@H:24]2[O:34][CH3:35])=[O:21])=[CH:13][C:12]=1[Cl:36] |f:2.3.4,6.7.8|. Procedure details: A mixture of 1.4 parts of 2-chloro-3-pyridinecarbonitrile, 3.2 parts of cis-4-amino-N-[1-(4-aminobutyl)-3-methoxy -4-piperidinyl]-5-chloro-2,3-dihydro-7-benzofurancarboxamide, 65.8 parts of N,N-dimethylformamide and 1.3 parts of sodium carbonate was stirred for 20 hours at 70° C. The solvent was evaporated and the residue was dissolved in trichloromethane. The organic layer was washed with water, dried, filtered and evaporated. The residue was purified by column chromatography (silica gel; CHCl3... The solvent is O (water). Run at temperature 85 celsius. The reactants are O=C([C@@H](C1=CC=CC=C1)NC(OC)=O)N1[C@@H](CCC1)C=1NC(=CN1)C1=CC=C(C=C1)C1=CC2=C(S1)C=C(C=C2)B2OC(C(O2)(C)C)(C)C (methyl (R)-2-oxo-1-phenyl-2-((S)-2-(5-(4-(6-(4,4,5,5-tetramethyl-1,3,2-dioxaborolan-2-yl)benzo[b]thiophen-2-yl)phenyl)-1H-imidazol-2-yl)pyrrolidin-1-yl)ethylcarbamate), BrC=1N=C(NC1)[C@H]1N(CCC1)C(=O)OC(C)(C)C ((S)-tert-butyl 2-(4-bromo-1H-imidazol-2-yl)pyrrolidine-1-carboxylate), C([O-])([O-])=O.[K+].[K+] (potassium carbonate), C(OC)COC (dimethoxyethane). Reported procedure: A mixture of methyl (R)-2-oxo-1-phenyl-2-((S)-2-(5-(4-(6-(4,4,5,5-tetramethyl-1,3,2-dioxaborolan-2-yl)benzo[b]thiophen-2-yl)phenyl)-1H-imidazol-2-yl)pyrrolidin-1-yl)ethylcarbamate (261 mg, 0.39 mmol), (S)-tert-butyl 2-(4-bromo-1H-imidazol-2-yl)pyrrolidine-1-carboxylate (125 mg, 0.39 mmol), and tetrakis(triphenylphosphine) palladium (0) (45 mg, 0.039 mmol), 1,1′-Bis(diphenylphosphino)ferrocene-palladium(II)dichloride dichloromethane complex (29 mg, 0.039 mmol), potassium carbonate (109 mg, 0.78 m... The yield is 2.8%. Product: COC(=O)N[C@@H](C(=O)N1[C@@H](CCC1)C=1NC(=CN1)C1=CC=C(C=C1)C1=CC2=C(S1)C=C(C=C2)C=2N=C(NC2)[C@H]2N(CCC2)C(=O)OC(C)(C)C)C2=CC=CC=C2 ((S)-tert-Butyl 2-(4-(2-(4-(2-((S)-1-((R)-2-(methoxycarbonylamino)-2-phenylacetyl)pyrrolidin-2-yl)-1H-imidazol-5-yl)phenyl)benzo[b]thiophen-6-yl)-1H-imidazol-2-yl)pyrrolidine-1-carboxylate). Reaction SMILES: [O:1]=[C:2]([N:15]1[CH2:19][CH2:18][CH2:17][C@H:16]1[C:20]1[NH:21][C:22]([C:25]2[CH:30]=[CH:29][C:28]([C:31]3[S:35][C:34]4[CH:36]=[C:37](B5OC(C)(C)C(C)(C)O5)[CH:38]=[CH:39][C:33]=4[CH:32]=3)=[CH:27][CH:26]=2)=[CH:23][N:24]=1)[C@H:3]([NH:10][C:11](=[O:14])[O:12][CH3:13])[C:4]1[CH:9]=[CH:8][CH:7]=[CH:6][CH:5]=1.Br[C:50]1[N:51]=[C:52]([C@@H:55]2[CH2:59][CH2:58][CH2:57][N:56]2[C:60]([O:62][C:63]([CH3:66])([CH3:65])[CH3:64])=[O:61])[NH:53][CH:54]=1.C(=O)([O-])[O-].[K+].[K+].C(COC)OC>[Pd].C1(P(C2C=CC=CC=2)C2C=CC=CC=2)C=CC=CC=1.C1(P(C2C=CC=CC=2)C2C=CC=CC=2)C=CC=CC=1.C1(P(C2C=CC=CC=2)C2C=CC=CC=2)C=CC=CC=1.C1(P(C2C=CC=CC=2)C2C=CC=CC=2)C=CC=CC=1.O>[CH3:13][O:12][C:11]([NH:10][C@H:3]([C:4]1[CH:5]=[CH:6][CH:7]=[CH:8][CH:9]=1)[C:2]([N:15]1[CH2:19][CH2:18][CH2:17][C@H:16]1[C:20]1[NH:21][C:22]([C:25]2[CH:30]=[CH:29][C:28]([C:31]3[S:35][C:34]4[CH:36]=[C:37]([C:54]5[N:53]=[C:52]([C@@H:55]6[CH2:59][CH2:58][CH2:57][N:56]6[C:60]([O:62][C:63]([CH3:66])([CH3:65])[CH3:64])=[O:61])[NH:51][CH:50]=5)[CH:38]=[CH:39][C:33]=4[CH:32]=3)=[CH:27][CH:26]=2)=[CH:23][N:24]=1)=[O:1])=[O:14] |f:2.3.4,6.7.8.9.10|. The reagents and catalysts are [Pd].C1(=CC=CC=C1)P(C1=CC=CC=C1)C1=CC=CC=C1.C1(=CC=CC=C1)P(C1=CC=CC=C1)C1=CC=CC=C1.C1(=CC=CC=C1)P(C1=CC=CC=C1)C1=CC=CC=C1.C1(=CC=CC=C1)P(C1=CC=CC=C1)C1=CC=CC=C1 (tetrakis(triphenylphosphine) palladium (0)).